From a dataset of the Open Reaction Database (ORD), a public repository of structured organic reaction records. describe an organic reaction: reactants, conditions, products, and yield Reactants: [Br-], CCCC[N+](CCCC)(CCCC)CCCC, [K+], O=C1CN(C(=O)OCc2ccccc2)CCN1, C1CCOC1, [OH-], CC(C)(C)OP(=O)(OCCBr)OC(C)(C)C. Product: CC(C)(C)OP(=O)(OCCN1CCN(C(=O)OCc2ccccc2)CC1=O)OC(C)(C)C. Reaction SMILES: [Br-:41].[CH2:42]([N+:43]([CH2:44][CH2:45][CH2:46][CH3:47])([CH2:48][CH2:49][CH2:50][CH3:51])[CH2:52][CH2:53][CH2:54][CH3:55])[CH2:56][CH2:57][CH3:58].[K+:35].[O:17]=[C:18]1[CH2:19][N:20]([C:24](=[O:25])[O:26][CH2:27][c:28]2[cH:29][cH:30][cH:31][cH:32][cH:33]2)[CH2:21][CH2:22][NH:23]1.[O:36]1[CH2:37][CH2:38][CH2:39][CH2:40]1.[OH-:34].[P:1](=[O:2])([O:3][CH2:4][CH2:5][Br:6])([O:7][C:8]([CH3:9])([CH3:10])[CH3:11])[O:12][C:13]([CH3:14])([CH3:15])[CH3:16]>>[P:1](=[O:2])([O:3][CH2:4][CH2:5][N:23]1[C:18](=[O:17])[CH2:19][N:20]([C:24](=[O:25])[O:26][CH2:27][c:28]2[cH:29][cH:30][cH:31][cH:32][cH:33]2)[CH2:21][CH2:22]1)([O:7][C:8]([CH3:9])([CH3:10])[CH3:11])[O:12][C:13]([CH3:14])([CH3:15])[CH3:16]. Reactants: BrC=1C=C2C=CN(C(C2=CC1)=O)C (6-Bromo-2-methylisoquinolin-1-one), CC=1C=NNC1 (4-methyl-1H-pyrazole), C(=O)([O-])[O-].[K+].[K+] (K2CO3), C(C)(=O)OCC (ethyl acetate), CC(OCC)=O (EA). The reagents and catalysts are [Cu]I (CuI). Solvent: CN1CCCC1=O (NMP). Yields the product CN1C(C2=CC=C(C=C2C=C1)N1N=CC(=C1)C)=O (2-methyl-6-(4-methylpyrazol-1-yl)isoquinolin-1-one). The yield is 52.7%. Reaction SMILES: Br[C:2]1[CH:3]=[C:4]2[C:9](=[CH:10][CH:11]=1)[C:8](=[O:12])[N:7]([CH3:13])[CH:6]=[CH:5]2.[CH3:14][C:15]1[CH:16]=[N:17][NH:18][CH:19]=1.C([O-])([O-])=O.[K+].[K+].C(OCC)(=O)C>CN1C(=O)CCC1.[Cu]I>[CH3:13][N:7]1[CH:6]=[CH:5][C:4]2[C:9](=[CH:10][CH:11]=[C:2]([N:17]3[CH:16]=[C:15]([CH3:14])[CH:19]=[N:18]3)[CH:3]=2)[C:8]1=[O:12] |f:2.3.4|. Procedure: 6-Bromo-2-methylisoquinolin-1-one (300.0 mg, 1.27 mmol), 4-methyl-1H-pyrazole (210.0 mg, 2.54 mmol), CuI (30.0 mg, 0.127 mmol) and K2CO3 (360.0 mg, 2.54 mmol) in NMP (3.0 mL) were microwaved at 195° C. for 5 h. Extractive work up with ethyl acetate followed by silica gel chromatography (PE:EA=5:1) gave the title compound of step 1 (160.0 mg, 52%) as a light yellow solid. 1H NMR (CDCl3, 400 MHz) δ 8.49 (d, J=8.8 Hz, 1H), 7.84 (s, 1H), 7.83 (d, J=2.0 Hz, 1H), 7.74 (dd, J1=8.8 Hz, J2=2.0 Hz, 1H), 7... The reactants are C1(=CC=C(C=C1)S(=O)(=O)N1C(=C(C=C1)C1=CC=C(C=C1)F)C1=CC=C(C=C1)S(=O)(=O)C)C (1-(4-toluenesulfonyl)-2-(4-methylsulfonylphenyl)-3-(4-fluorophenyl)pyrrole), BrN1C(CCC1=O)=O (N-bromosuccinimide). Run in O1CCCC1 (tetrahydrofuran), O (water). Reaction conditions: time 5 hour. Product: C1(=CC=C(C=C1)S(=O)(=O)N1C(=CC(=C1C1=CC=C(C=C1)S(=O)(=O)C)C1=CC=C(C=C1)F)Br)C (1-(4-Toluenesulfonyl)-2-bromo-4-(4-fluorophenyl)-5-(4-methylsulfonylphenyl)pyrrole). Yield: 87.0%. RXN SMILES: [C:1]1([CH3:32])[CH:6]=[CH:5][C:4]([S:7]([N:10]2[CH:14]=[CH:13][C:12]([C:15]3[CH:20]=[CH:19][C:18]([F:21])=[CH:17][CH:16]=3)=[C:11]2[C:22]2[CH:27]=[CH:26][C:25]([S:28]([CH3:31])(=[O:30])=[O:29])=[CH:24][CH:23]=2)(=[O:9])=[O:8])=[CH:3][CH:2]=1.[Br:33]N1C(=O)CCC1=O>O1CCCC1.O>[C:1]1([CH3:32])[CH:2]=[CH:3][C:4]([S:7]([N:10]2[C:11]([C:22]3[CH:27]=[CH:26][C:25]([S:28]([CH3:31])(=[O:29])=[O:30])=[CH:24][CH:23]=3)=[C:12]([C:15]3[CH:20]=[CH:19][C:18]([F:21])=[CH:17][CH:16]=3)[CH:13]=[C:14]2[Br:33])(=[O:8])=[O:9])=[CH:5][CH:6]=1. Procedure details: A solution of 1-(4-toluenesulfonyl)-2-(4-methylsulfonylphenyl)-3-(4-fluorophenyl)pyrrole (10.0 g, 0.021 mole) in 100 ml tetrahydrofuran was cooled in an ice bath and treated with N-bromosuccinimide (3.8 g, 0.021 mole) and stirred for five hours. The mixture was diluted with one liter of water and the resulting solid was collected by filtration, washed with water and dried. The crude product was recrystallized from ethyl acetate/hexane to yield 10.0 g (87% yield); m.p. 207°-207.5°.